From a dataset of the Open Reaction Database (ORD), a public repository of structured organic reaction records. describe an organic reaction: reactants, conditions, products, and yield The reactants are BrC=1C=C(C(=O)NC2=CC=C(C=C2)OC(F)(F)F)C=CC1N1C[C@@H]([C@H](C1)O)O (3-Bromo-4-((3S,4S)-3,4-dihydroxypyrrolidin-1-yl)-N-(4-(trifluoromethoxy)phenyl)benzamide), CC1(OB(OC1(C)C)C=1N(C=CC1)C(=O)OC(C)(C)C)C (tert-butyl 2-(4,4,5,5-tetramethyl-1,3,2-dioxaborolan-2-yl)-1H-pyrrole-1-carboxylate), C(=O)([O-])[O-].[Na+].[Na+] (Na2CO3), COCCOC (DME), Si-Thiol. The reagents and catalysts are Cl[Pd]([P](C1=CC=CC=C1)(C2=CC=CC=C2)C3=CC=CC=C3)([P](C4=CC=CC=C4)(C5=CC=CC=C5)C6=CC=CC=C6)Cl (Pd(PPh3)2Cl2). Run in CCO (EtOH), O (water). Reaction conditions: temperature 80 celsius, time 16 hour. Product: O[C@H]1CN(C[C@@H]1O)C1=C(C=C(C(=O)NC2=CC=C(C=C2)OC(F)(F)F)C=C1)C=1NC=CC1 (4-((3S,4S)-3,4-Dihydroxypyrrolidin-1-yl)-3-(1H-pyrrol-2-yl)-N-(4-(trifluoromethoxy)phenyl)benzamide). RXN SMILES: Br[C:2]1[CH:3]=[C:4]([CH:19]=[CH:20][C:21]=1[N:22]1[CH2:26][C@H:25]([OH:27])[C@@H:24]([OH:28])[CH2:23]1)[C:5]([NH:7][C:8]1[CH:13]=[CH:12][C:11]([O:14][C:15]([F:18])([F:17])[F:16])=[CH:10][CH:9]=1)=[O:6].CC1(C)C(C)(C)OB([C:37]2[N:38](C(OC(C)(C)C)=O)[CH:39]=[CH:40][CH:41]=2)O1.C([O-])([O-])=O.[Na+].[Na+].COCCOC>Cl[Pd](Cl)([P](C1C=CC=CC=1)(C1C=CC=CC=1)C1C=CC=CC=1)[P](C1C=CC=CC=1)(C1C=CC=CC=1)C1C=CC=CC=1.CCO.O>[OH:28][C@@H:24]1[C@@H:25]([OH:27])[CH2:26][N:22]([C:21]2[CH:20]=[CH:19][C:4]([C:5]([NH:7][C:8]3[CH:13]=[CH:12][C:11]([O:14][C:15]([F:18])([F:17])[F:16])=[CH:10][CH:9]=3)=[O:6])=[CH:3][C:2]=2[C:37]2[NH:38][CH:39]=[CH:40][CH:41]=2)[CH2:23]1 |f:2.3.4,^1:64,83|. Reported procedure: 3-Bromo-4-((3S,4S)-3,4-dihydroxypyrrolidin-1-yl)-N-(4-(trifluoromethoxy)phenyl)benzamide (Stage 28.1, 100 mg, 0.217 mmol), tert-butyl 2-(4,4,5,5-tetramethyl-1,3,2-dioxaborolan-2-yl)-1H-pyrrole-1-carboxylate (127 mg, 0.434 mmol), Pd(PPh3)2Cl2 (15.22 mg, 0.022 mmol), Na2CO3 (92 mg, 0.867 mmol), DME (920 μL), water (263 μL) and EtOH (131 μL) were added to a MW vial, which was sealed, evacuated/purged with argon and the RM was stirred at 80° C. for 16 h. MeOH (0.5 mL) was added and the RM was subjec... The reactants are BrC1=C(O[C@@H](C(=O)OC)CC(=O)OC)C(=CC(=C1)C1=C2C=CC=CC2=C(C2=C1C1=C(S2)C=CC=C1)Br)Br ((R)-2-[2,6-Dibromo-4-(6-bromo-benzo[b]naphtho[2,3-d ]thiophen-11-yl)-phenoxy]-succinic acid, dimethly ester), O (water). Run in O1CCOCC1 (dioxane), Cl (HCl), Cl (HCl). Reaction conditions: time 14 hour. Yields the product BrC1=C(O[C@@H](C(=O)O)CC(=O)O)C(=CC(=C1)C1=C2C=CC=CC2=C(C2=C1C1=C(S2)C=CC=C1)Br)Br ((R)-2-[2,6-Dibromo-4-(6-bromo-benzo[b]naphtho[2,3-d]thiophen-11-yl)-phenoxy]-succinic acid). Yield: 46.7%. As a reaction SMILES: [Br:1][C:2]1[CH:18]=[C:17]([C:19]2[C:28]3[C:29]4[CH:35]=[CH:34][CH:33]=[CH:32][C:30]=4[S:31][C:27]=3[C:26]([Br:36])=[C:25]3[C:20]=2[CH:21]=[CH:22][CH:23]=[CH:24]3)[CH:16]=[C:15]([Br:37])[C:3]=1[O:4][C@H:5]([CH2:10][C:11]([O:13]C)=[O:12])[C:6]([O:8]C)=[O:7].O>Cl.O1CCOCC1>[Br:1][C:2]1[CH:18]=[C:17]([C:19]2[C:28]3[C:29]4[CH:35]=[CH:34][CH:33]=[CH:32][C:30]=4[S:31][C:27]=3[C:26]([Br:36])=[C:25]3[C:20]=2[CH:21]=[CH:22][CH:23]=[CH:24]3)[CH:16]=[C:15]([Br:37])[C:3]=1[O:4][C@H:5]([CH2:10][C:11]([OH:13])=[O:12])[C:6]([OH:8])=[O:7]. Procedure: A solution of (R)-2-[2,6-Dibromo-4-(6-bromo-benzo[b]naphtho[2,3-d ]thiophen-11-yl)-phenoxy]-succinic acid, dimethly ester (0.317 g, 0.448 mmol) in 4M HCl in dioxane (5 mL) was combined with water (5 mL) and concentrated HCl (1 mL) in a sealed pressure bottle and heated for 9 hours. After remaining at ambient temperature for an additional 14 hours the reaction mixture was partitioned between water and ether. The layers were separated and acid treated silica gel (7 mL) was added to the ether layer...